From a dataset of the Open Reaction Database (ORD), a public repository of structured organic reaction records. describe an organic reaction: reactants, conditions, products, and yield The reactants are [Ba+2], CC(=O)O, [O-][Cl+3]([O-])([O-])O, O=C(O)CCC(O)c1ccc(-c2ccccc2Cl)cc1, [H][H], [Pd+2], O=S(=O)([O-])[O-], O=S(=O)([O-])[O-]. Product: O=C(O)CCCc1ccc(-c2ccccc2Cl)cc1. RXN SMILES: [Ba+2:37].[CH3:28][C:29](=[O:30])[OH:31].[Cl+3:21]([OH:22])([O-:23])([O-:24])[O-:25].[Cl:1][c:2]1[c:3](-[c:8]2[cH:9][cH:10][c:11]([CH:14]([CH2:15][CH2:16][C:17](=[O:18])[OH:19])[OH:20])[cH:12][cH:13]2)[cH:4][cH:5][cH:6][cH:7]1.[H:26][H:27].[Pd+2:38].[S:32]([O-:33])([O-:34])(=[O:35])=[O:36].[S:39]([O-:40])([O-:41])(=[O:42])=[O:43]>>[Cl:1][c:2]1[c:3](-[c:8]2[cH:9][cH:10][c:11]([CH2:14][CH2:15][CH2:16][C:17](=[O:18])[OH:19])[cH:12][cH:13]2)[cH:4][cH:5][cH:6][cH:7]1.